From a dataset of the Open Reaction Database (ORD), a public repository of structured organic reaction records. describe an organic reaction: reactants, conditions, products, and yield The reactants are B, COCCOC, O=Cc1ccccc1, Nc1ccc(I)cc1, C1CCOC1. Product: Ic1ccc(NCc2ccccc2)cc1. Reaction SMILES: [BH3:17].[CH3:18][O:19][CH2:20][CH2:21][O:22][CH3:23].[CH:9](=[O:10])[c:11]1[cH:12][cH:13][cH:14][cH:15][cH:16]1.[I:1][c:2]1[cH:3][cH:4][c:5]([NH2:6])[cH:7][cH:8]1.[O:24]1[CH2:25][CH2:26][CH2:27][CH2:28]1>>[I:1][c:2]1[cH:3][cH:4][c:5]([NH:6][CH2:9][c:11]2[cH:12][cH:13][cH:14][cH:15][cH:16]2)[cH:7][cH:8]1. Starting materials: C(C)(C)(C)OOC(C)(CC)OOC(C)(C)C (2,2-bis(t-butyl peroxy)butane), C(C)(C)(C)OOC(C)(CCCC)OOC(C)(C)C (2,2-bis(t-butyl peroxy)hexane), C(C)(C)(C)OOC1(CCCCC1)OOC(C)(C)C (1,1-bis(t-butyl peroxy)cyclohexane), CC1(CCCC(C1)C)C (3,3,5-trimethylcyclohexane). RXN SMILES: C(OO[C:7]1(OOC(C)(C)C)[CH2:12][CH2:11][CH2:10][CH2:9][CH2:8]1)(C)(C)C.CC1(C)CC(C)CCC1.[C:28]([O:32][O:33][C:34]([O:38]OC(C)(C)C)(CC)C)([CH3:31])([CH3:30])[CH3:29].[C:44]([O:48][O:49][C:50]([O:56]OC(C)(C)C)(CCCC)[CH3:51])([CH3:47])([CH3:46])[CH3:45]>>[CH:12]1[C:7]([C:34]([O:33][O:32][C:28]([CH3:31])([CH3:30])[CH3:29])=[O:38])=[CH:8][CH:9]=[CH:10][CH:11]=1.[C:50]([O:49][O:48][C:44]([CH3:47])([CH3:46])[CH3:45])(=[O:56])[CH3:51]. Procedure details: Similar beneficial improvements in the conversion of monomer and physical properties of the polymer are obtained when the 1,1-bis(t-butyl peroxy)cyclohexane is replaced with 1,1-bis(t-butyl peroxy), 3,3,5-trimethylcyclohexane, 2,2-bis(t-butyl peroxy)butane and 2,2-bis(t-butyl peroxy)hexane. Slightly inferior results are obtained when t-butyl perbenzoate and t-butyl peracetate are employed. The product is C1=CC=CC=C1C(=O)OOC(C)(C)C (t-butyl perbenzoate), C(C)(=O)OOC(C)(C)C (t-butyl peracetate). The reactants are C[C@H](CN1CCC(=CC1)C=1SC=CC1)NC1=NC=CC=C1 ((R)-[1-methyl-2-(4-thiophen-2-yl-3,6-dihydro-2H-pyrid-1-yl)-ethyl]-pyrid-2-yl-amine), C1(CC=CCC1)C(=O)Cl (cyclohex-3-enecarbonyl chloride). The solvent is C(Cl)Cl (methylene chloride), C(Cl)Cl (methylene chloride). Reaction conditions: time 8 hour. Yields the product C[C@H](CN1CCC(=CC1)C=1SC=CC1)N(C(=O)C1CC=CCC1)C1=NC=CC=C1 (Cyclohex-3-enecarboxylic acid (R)-[1-methyl-2-(4-thiophen-2-yl-1,2,3,6-tetrahydro-pyrid-1-yl)-ethyl]-(pyrid-2yl)-amide). Yield: 44.2%. RXN SMILES: [CH3:1][C@@H:2]([NH:15][C:16]1[CH:21]=[CH:20][CH:19]=[CH:18][N:17]=1)[CH2:3][N:4]1[CH2:9][CH:8]=[C:7]([C:10]2[S:11][CH:12]=[CH:13][CH:14]=2)[CH2:6][CH2:5]1.[CH:22]1([C:28](Cl)=[O:29])[CH2:27][CH2:26][CH:25]=[CH:24][CH2:23]1>C(Cl)Cl>[CH3:1][C@@H:2]([N:15]([C:16]1[CH:21]=[CH:20][CH:19]=[CH:18][N:17]=1)[C:28]([CH:22]1[CH2:27][CH2:26][CH:25]=[CH:24][CH2:23]1)=[O:29])[CH2:3][N:4]1[CH2:5][CH:6]=[C:7]([C:10]2[S:11][CH:12]=[CH:13][CH:14]=2)[CH2:8][CH2:9]1. Procedure details: A solution of the starting (R)-[1-methyl-2-(4-thiophen-2-yl-3,6-dihydro-2H-pyrid-1-yl)-ethyl]-pyrid-2-yl-amine (0.46 g, 1.5 mmol) in methylene chloride (20 ml) was cooled to 0° C., after which a solution of cyclohex-3-enecarbonyl chloride (0.222 g, 1.5 mmol) in methylene chloride (10 ml) was dropwise added under exclusion of moisture. The reaction mixture was stirred at ambient temperature overnight, then washed with 2.5N NaOH (10 ml). The separated organic layer was washed with brine (50 ml), d... Reactants: C(C)(=O)Cl (acetyl chloride), NC=1C=C2C(CCN(C2=CC1)C(CC)=O)=O (6-amino-4-oxo-1-propionyl-1,2,3,4-tetrahydroquinoline), CN(C1=CC=CC=C1)C (N,N-dimethylaniline). Solvent: C(Cl)Cl (methylene chloride), C(Cl)Cl (methylene chloride), C(Cl)(Cl)Cl (chloroform). Reaction conditions: time 20 minute. Yields the product C(C)(=O)NC=1C=C2C(CCN(C2=CC1)C(CC)=O)=O (6-acetamido-4-oxo-1-propionyl-1,2,3,4-tetrahydroquinoline). Yield: 90.1%. Reaction SMILES: [C:1](Cl)(=[O:3])[CH3:2].[NH2:5][C:6]1[CH:7]=[C:8]2[C:13](=[CH:14][CH:15]=1)[N:12]([C:16](=[O:19])[CH2:17][CH3:18])[CH2:11][CH2:10][C:9]2=[O:20].CN(C)C1C=CC=CC=1>C(Cl)Cl.C(Cl)(Cl)Cl>[C:1]([NH:5][C:6]1[CH:7]=[C:8]2[C:13](=[CH:14][CH:15]=1)[N:12]([C:16](=[O:19])[CH2:17][CH3:18])[CH2:11][CH2:10][C:9]2=[O:20])(=[O:3])[CH3:2]. Procedure details: A solution of acetyl chloride (0.604 g) in methylene chloride (5 ml) was added dropwise to a solution of 6-amino-4-oxo-1-propionyl-1,2,3,4-tetrahydroquinoline (1.526 g) and N,N-dimethylaniline (1.016 g) in methylene chloride (15 ml) with ice cooling over a period of 10 minutes and stirred for further 20 minutes. The mixture was diluted with chloroform, washed successively with 10% hydrochloric acid, water, and brine, dried over magnesium sulfate, and evaporated in vacuo. The residual solid was r... Reactants: ice water, C([O-])([O-])=O.[K+].[K+] (potassium carbonate), ClC1=C(C=CC(=C1)OC(C)CC)O (2-chloro-4-sec-butoxyphenol), FC1=CC=C(CBr)C=C1 (p-fluorobenzyl bromide). Solvent: CN(C=O)C (N,N-dimethylformamide). Run at time 8 hour. The product is C(C)(CC)OC1=CC(=C(C=C1)OCC1=CC=C(C=C1)F)Cl (1-sec-butoxy-3-chloro-4-(4-fluorobenzyloxy)benzene). As a reaction SMILES: C(=O)([O-])[O-].[K+].[K+].[Cl:7][C:8]1[CH:13]=[C:12]([O:14][CH:15]([CH2:17][CH3:18])[CH3:16])[CH:11]=[CH:10][C:9]=1[OH:19].[F:20][C:21]1[CH:28]=[CH:27][C:24]([CH2:25]Br)=[CH:23][CH:22]=1>CN(C)C=O>[CH:15]([O:14][C:12]1[CH:11]=[CH:10][C:9]([O:19][CH2:25][C:24]2[CH:27]=[CH:28][C:21]([F:20])=[CH:22][CH:23]=2)=[C:8]([Cl:7])[CH:13]=1)([CH2:17][CH3:18])[CH3:16] |f:0.1.2|. Procedure: A mixture of 0.30 g of potassium carbonate, 0.40 g of 2-chloro-4-sec-butoxyphenol, 0.37 g of p-fluorobenzyl bromide and 15 ml of N,N-dimethylformamide is stirred at room temperature overnight. The reaction mixture is poured into ice-water and extracted twice with 100 ml of ethyl acetate. The extracts are combined together, washed with water, dried over anhydrous magnesium sulfate and concentrated under reduced pressure. The residue is subjected to silica gel chromatography to give 1-sec-butoxy-3...